This data is from the Open Reaction Database (ORD), a public repository of structured organic reaction records. The task is: describe an organic reaction: reactants, conditions, products, and yield The reactants are C(C)(C)(C)OC(=O)NCCOC=1C=C(C(=O)C=2C=C3C=CC(=CC3=CC2)O)C=CC1 (6-[3-((2-(t-Butyloxycarbonylamino)ethoxy))-benzoyl]-2-hydroxy-naphthalene), C(C)(C)(C)OC(CBr)=O (t-butylbromoacetate), CO3. Solvent: CN(C)C=O (DMF). The product is C(C)(C)(C)OC(=O)NCCOC=1C=C(C(=O)C=2C=C3C=CC(=CC3=CC2)OCC(=O)OC(C)(C)C)C=CC1 (t-Butyl [[6-[3-((2-(t-Butyloxycarbonylamino)-ethoxy))-benzoyl]-2-naphthalenyloxy]]acetate). Isolated yield 81.8%. As a reaction SMILES: [C:1]([O:5][C:6]([NH:8][CH2:9][CH2:10][O:11][C:12]1[CH:13]=[C:14]([CH:28]=[CH:29][CH:30]=1)[C:15]([C:17]1[CH:18]=[C:19]2[C:24](=[CH:25][CH:26]=1)[CH:23]=[C:22]([OH:27])[CH:21]=[CH:20]2)=[O:16])=[O:7])([CH3:4])([CH3:3])[CH3:2].[C:31]([O:35][C:36](=[O:39])[CH2:37]Br)([CH3:34])([CH3:33])[CH3:32]>CN(C=O)C>[C:1]([O:5][C:6]([NH:8][CH2:9][CH2:10][O:11][C:12]1[CH:13]=[C:14]([CH:28]=[CH:29][CH:30]=1)[C:15]([C:17]1[CH:18]=[C:19]2[C:24](=[CH:25][CH:26]=1)[CH:23]=[C:22]([O:27][CH2:37][C:36]([O:35][C:31]([CH3:34])([CH3:33])[CH3:32])=[O:39])[CH:21]=[CH:20]2)=[O:16])=[O:7])([CH3:4])([CH3:2])[CH3:3]. Procedure details: 2-Hydroxynaphthalene 330e (0.60 g, 1.5 mmol) was alkylated with t-butylbromoacetate (0.24 mL, 1.5 mmol) in the presence of K2 CO3 (0.20 g, 1.5 mmol) in DMF (7 mL) in the usual way to yield a colorless solid (0.64 g) after silica gel chromatography. IR(KBr): cm-1 3340, 1746, 1684. 1H NMR(300 MHz, CDCl3): 8.21 (s, 1H), 7.94-7.10 (m, 9H), 5.0 (br, 1H), 4.68 (s, 2H), 4.09 (t, 2H, J=7 Hz), 3.56-3.52 m, 2H), 1.52 (s, 9H), 1.44 (2, 9H). MS(NH3): 539 (base, M+NH4), 522 (25%, M+H).